Dataset: the Open Reaction Database (ORD), a public repository of structured organic reaction records. Task: describe an organic reaction: reactants, conditions, products, and yield The reactants are CC(C)(C)OC(=O)N1CCNCC1, O=C([O-])[O-], CCCC[N+](CCCC)(CCCC)CCCC, CS(C)=O, COc1cc(Cl)c([N+](=O)[O-])cc1Cl, [I-], [K+], [K+]. The product is COc1cc(N2CCN(C(=O)OC(C)(C)C)CC2)c([N+](=O)[O-])cc1Cl. RXN SMILES: [C:14](=[O:15])([O:16][C:17]([CH3:18])([CH3:19])[CH3:20])[N:21]1[CH2:22][CH2:23][NH:24][CH2:25][CH2:26]1.[C:27](=[O:28])([O-:29])[O-:30].[CH2:34]([N+:35]([CH2:36][CH2:37][CH2:38][CH3:39])([CH2:40][CH2:41][CH2:42][CH3:43])[CH2:44][CH2:45][CH2:46][CH3:47])[CH2:48][CH2:49][CH3:50].[CH3:51][S:52]([CH3:53])=[O:54].[Cl:1][c:2]1[c:3]([O:12][CH3:13])[cH:4][c:5]([Cl:11])[c:6]([N+:8](=[O:9])[O-:10])[cH:7]1.[I-:33].[K+:31].[K+:32]>>[Cl:1][c:2]1[c:3]([O:12][CH3:13])[cH:4][c:5]([N:24]2[CH2:23][CH2:22][N:21]([C:14](=[O:15])[O:16][C:17]([CH3:18])([CH3:19])[CH3:20])[CH2:26][CH2:25]2)[c:6]([N+:8](=[O:9])[O-:10])[cH:7]1. The reactants are C(C1=CC=CC=C1)#N (benzonitrile), C(C)(C)[N-]C(C)C.[Li+] (Lithium diisopropyl amide), C1CCCCC1 (cyclohexane), O1C=C(C=C1)C(=O)O (3-furoic acid), O1CCCC1 (tetrahydrofuran). The solvent is O (water). Reaction conditions: temperature -10 celsius, time 1 hour. Product: C(C1=CC=CC=C1)(=O)C=1OC=CC1C(=O)O (2-Benzoyl-3-furoic acid). As a reaction SMILES: C([N-]C(C)C)(C)C.[Li+].[CH2:9]1[CH2:14][CH2:13][CH2:12][CH2:11][CH2:10]1.[O:15]1[CH:19]=[CH:18][C:17]([C:20]([OH:22])=[O:21])=[CH:16]1.C(#N)C1C=CC=CC=1.[O:31]1CCC[CH2:32]1>O>[C:32]([C:16]1[O:15][CH:19]=[CH:18][C:17]=1[C:20]([OH:22])=[O:21])(=[O:31])[C:9]1[CH:14]=[CH:13][CH:12]=[CH:11][CH:10]=1 |f:0.1|. Procedure details: Lithium diisopropyl amide (276 mL, 0.4 mol of a 1.5M cyclohexane solution) was added dropwise over 45 minutes under nitrogen atmosphere at -78° C. to -55° C. to a stirred solution of 3-furoic acid (22.4 g, 0.2 mol) in tetrahydrofuran (70 mL). After one hour, the temperature was raised to -10° C. for 1/2 hour. The yellow solution was recooled to -78° C. and benzonitrile (20.6 g, 0.2 mol) was added over 1/4 hour. After one hour at -78° C., the temperature was brought to 0° C. over 21/2 hours. Foll... The reactants are CCCCCCN(Cc1ccccc1)C(=O)Cc1ccc(OCc2ccccc2C(=O)OC)c(OC)c1, C1CCOC1, Cl, [Li+], [OH-], O. The product is CCCCCCN(Cc1ccccc1)C(=O)Cc1ccc(OCc2ccccc2C(=O)O)c(OC)c1. As a reaction SMILES: [CH2:1]([c:2]1[cH:3][cH:4][cH:5][cH:6][cH:7]1)[N:8]([C:9]([CH2:10][c:11]1[cH:12][c:13]([O:29][CH3:30])[c:14]([O:15][CH2:16][c:17]2[c:18]([C:19](=[O:20])[O:21][CH3:22])[cH:23][cH:24][cH:25][cH:26]2)[cH:27][cH:28]1)=[O:31])[CH2:32][CH2:33][CH2:34][CH2:35][CH2:36][CH3:37].[CH2:41]1[O:42][CH2:43][CH2:44][CH2:45]1.[ClH:40].[Li+:38].[OH-:39].[OH2:46]>>[CH2:1]([c:2]1[cH:3][cH:4][cH:5][cH:6][cH:7]1)[N:8]([C:9]([CH2:10][c:11]1[cH:12][c:13]([O:29][CH3:30])[c:14]([O:15][CH2:16][c:17]2[c:18]([C:19](=[O:20])[OH:21])[cH:23][cH:24][cH:25][cH:26]2)[cH:27][cH:28]1)=[O:31])[CH2:32][CH2:33][CH2:34][CH2:35][CH2:36][CH3:37]. Starting materials: CCC1(c2cccc(CCc3ccc(CO)c(CO)c3)c2)OCCO1, CC(C)=O, O, Cc1ccc(S(=O)(=O)O)cc1. Yields the product CCC(=O)c1cccc(CCc2ccc(CO)c(CO)c2)c1. Reaction SMILES: [CH2:1]([CH3:2])[C:3]1([c:8]2[cH:9][c:10]([CH2:14][CH2:15][c:16]3[cH:17][c:18]([CH2:24][OH:25])[c:19]([CH2:22][OH:23])[cH:20][cH:21]3)[cH:11][cH:12][cH:13]2)[O:4][CH2:7][CH2:6][O:5]1.[CH3:38][C:39](=[O:40])[CH3:41].[OH2:37].[c:26]1([CH3:27])[cH:28][cH:29][c:30]([S:31]([OH:32])(=[O:33])=[O:34])[cH:35][cH:36]1>>[CH2:1]([CH3:2])[C:3](=[O:4])[c:8]1[cH:9][c:10]([CH2:14][CH2:15][c:16]2[cH:17][c:18]([CH2:24][OH:25])[c:19]([CH2:22][OH:23])[cH:20][cH:21]2)[cH:11][cH:12][cH:13]1. The reactants are O.N (ammonia water), C1(=CC=CC=C1)CCNC(C)=O (N-(2-Phenylethyl)Acetamide), polyphosporic acid, ice water. Run in CO.ClCCl (methanol dichloromethane). The product is CC1=NCCC2=CC=CC=C12 (1-Methyl-3,4-Dihydroisoquinoline). Yield: 86.4%. As a reaction SMILES: [C:1]1([CH2:7][CH2:8][NH:9][C:10](=O)[CH3:11])[CH:6]=[CH:5][CH:4]=[CH:3][CH:2]=1.O.N>CO.ClCCl>[CH3:11][C:10]1[C:6]2[C:1](=[CH:2][CH:3]=[CH:4][CH:5]=2)[CH2:7][CH2:8][N:9]=1 |f:1.2,3.4|. Procedure details: 8.43 g of the compound(51.6 mM) prepared in Step 1 above was added to 84.36 g of polyphosporic acid, which was reacted at 160° C. for 1.5 hours with stirring. The reaction solution was poured into ice water, neutralized with ammonia water, and extracted from ethyl acetate. The extract was dried over anhydrous magnesium sulfate and concentrated under a reduced pressure. The residue thus obtained was subjected to silica gel column chromatography using a mixed solvent of methanol:dichloromethane (1... The reactants are COC(CN1C(COC2=C1C=C(C=C2)C=O)=O)=O ((6-Formyl-3-oxo-2,3-dihydro-benzo[1,4]oxazin-4-yl)-acetic acid methyl ester), COC(CN1C(COC2=C1C=C(C=C2)C=O)=O)=O ((6-Formyl-3-oxo-2,3-dihydro-benzo[1,4]oxazin-4-yl)-acetic acid methyl ester), S1C(NC(C1)=O)=O (1,3-thiazolidine-2,4-dione). The product is COC(CN1C(COC2=C1C=C(C=C2)C=C2C(NC(S2)=O)=O)=O)=O ([6-(2,4-Dioxo-thiazolidin-5-ylidenemethyl)-3-oxo-2,3-dihydro-benzo[1,4]-oxazin-4-yl]-acetic acid methyl ester). RXN SMILES: [CH3:1][O:2][C:3](=[O:18])[CH2:4][N:5]1[C:10]2[CH:11]=[C:12]([CH:15]=O)[CH:13]=[CH:14][C:9]=2[O:8][CH2:7][C:6]1=[O:17].[S:19]1[CH2:23][C:22](=[O:24])[NH:21][C:20]1=[O:25]>>[CH3:1][O:2][C:3](=[O:18])[CH2:4][N:5]1[C:10]2[CH:11]=[C:12]([CH:15]=[C:23]3[S:19][C:20](=[O:25])[NH:21][C:22]3=[O:24])[CH:13]=[CH:14][C:9]=2[O:8][CH2:7][C:6]1=[O:17]. Procedure: Following the general method as outlined in Example 1, starting from (6-Formyl-3-oxo-2,3-dihydro-benzo[1,4]oxazin-4-yl)-acetic acid methyl ester (intermediate 64) and 1,3-thiazolidine-2,4-dione, the title compound was obtained. The reactants are NCCC1=CNC2=CC=CC=C12 (Tryptamine), C(CCC(=O)C)(=O)O (levulinic acid). The solvent is CCCCOCCO (butyl cellosolve). Product: CC12CCC(N1CCC1=C2NC2=CC=CC=C12)=O (1,2,5,6,11,11b-Hexahydro-11b-methyl-3H-indolizino[8,7-b]indol-3-one). As a reaction SMILES: [NH2:1][CH2:2][CH2:3][C:4]1[C:12]2[C:7](=[CH:8][CH:9]=[CH:10][CH:11]=2)[NH:6][CH:5]=1.[C:13](O)(=[O:19])[CH2:14][CH2:15][C:16]([CH3:18])=O>CCCCOCCO>[CH3:18][C:16]12[C:5]3[NH:6][C:7]4[C:12]([C:4]=3[CH2:3][CH2:2][N:1]1[C:13](=[O:19])[CH2:14][CH2:15]2)=[CH:11][CH:10]=[CH:9][CH:8]=4. Procedure details: Tryptamine (112.15 g.), levulinic acid (97.6 g., 85.6 ml.) and butyl cellosolve (1 liter) are refluxed under nitrogen for 16 hours and the solvent is removed. The residue is successively washed with water, dilute aqueous sodium hydroxide, water, dilute aqueous hydrochloric acid, water and dried. Trituration of the crude product, decomposition at 252°-262°C., with methanol, and then with benzene, and drying provides 120.4 g. of the title compound, decomposition at 259°-263°C.; λmaxKBr 3.09, 6.01,...